describe an organic reaction: reactants, conditions, products, and yield From a dataset of the Open Reaction Database (ORD), a public repository of structured organic reaction records. Reactants: ClC1=CC(=C(C(=O)N([C@H]2CN(CCC2)C(=O)OC(C)(C)C)C(C)C)C=C1[N+](=O)[O-])C(F)(F)F (tert-butyl (3R)-3-[[4-chloro-5-nitro-2-(trifluoromethyl)benzoyl](isopropyl)-amino]piperidine-1-carboxylate), C(C)N (ethylamine). Run in C(C)O (ethanol). Run at temperature 80 celsius, time 2 hour. Yields the product C(C)NC1=CC(=C(C(=O)N([C@H]2CN(CCC2)C(=O)OC(C)(C)C)C(C)C)C=C1[N+](=O)[O-])C(F)(F)F (tert-Butyl (3R)-3-[[4-(ethylamino)-5-nitro-2-(trifluoromethyl)benzoyl](isopropyl)amino]piperidine-1-carboxylate). Reaction SMILES: Cl[C:2]1[C:26]([N+:27]([O-:29])=[O:28])=[CH:25][C:5]([C:6]([N:8]([CH:22]([CH3:24])[CH3:23])[C@@H:9]2[CH2:14][CH2:13][CH2:12][N:11]([C:15]([O:17][C:18]([CH3:21])([CH3:20])[CH3:19])=[O:16])[CH2:10]2)=[O:7])=[C:4]([C:30]([F:33])([F:32])[F:31])[CH:3]=1.[CH2:34]([NH2:36])[CH3:35]>C(O)C>[CH2:34]([NH:36][C:2]1[C:26]([N+:27]([O-:29])=[O:28])=[CH:25][C:5]([C:6]([N:8]([CH:22]([CH3:24])[CH3:23])[C@@H:9]2[CH2:14][CH2:13][CH2:12][N:11]([C:15]([O:17][C:18]([CH3:21])([CH3:20])[CH3:19])=[O:16])[CH2:10]2)=[O:7])=[C:4]([C:30]([F:33])([F:32])[F:31])[CH:3]=1)[CH3:35]. Procedure details: To a solution of tert-butyl (3R)-3-[[4-chloro-5-nitro-2-(trifluoromethyl)benzoyl](isopropyl)-amino]piperidine-1-carboxylate (930 mg) in ethanol (6 ml) was added ethylamine (2M methanol solution, 10 ml), and the mixture was stirred at 80° C. for 2 hours. The mixture was cooled, and the reaction solution was concentrated under reduced pressure. The obtained residue was purified by silica gel column chromatography (hexane/ethyl acetate) to give the title compound (610 mg).